From a dataset of the Open Reaction Database (ORD), a public repository of structured organic reaction records. describe an organic reaction: reactants, conditions, products, and yield As a reaction SMILES: [CH2:1]([C:4]1([CH2:20][CH2:21][NH:22][CH2:23][CH:24]2[CH2:27][CH2:26][CH2:25]2)[C:13]2[C:8](=[CH:9][CH:10]=[C:11]([O:14][CH3:15])[CH:12]=2)[CH2:7][CH2:6][C:5]21OCCO2)[CH:2]=[CH2:3].Cl>C(O)C>[CH2:1]([C:4]12[C:13]3[CH:12]=[C:11]([O:14][CH3:15])[CH:10]=[CH:9][C:8]=3[CH2:7][CH:6]=[C:5]1[N:22]([CH2:23][CH:24]1[CH2:25][CH2:26][CH2:27]1)[CH2:21][CH2:20]2)[CH:2]=[CH2:3]. Reactants: C(C=C)C1(C2(CCC3=CC=C(C=C13)OC)OCCO2)CCNCC2CCC2 (1-allyl-1-[2-(N-cyclobutylmethylamino)ethyl]-2,2-ethylenedioxy-7-methoxy-1,2,3,4-tetrahydronaphthalene), Cl (hydrochloric acid). Run in C(C)O (ethanol). Product: C(C=C)C12CCN(C2=CCC2=C1C=C(C=C2)OC)CC2CCC2 (9b-Allyl-3-cyclobutylmethyl-8-methoxy-5,9b-dihydrobenz[e]indoline). Procedure details: Preparation From 1-allyl-1-[2-(N-cyclobutylmethylamino)ethyl]-2,2-ethylenedioxy-7-methoxy-1,2,3,4-tetrahydronaphthalene (XIXb). Compound XIXb (33.7 g) treated with hydrochloric acid in aqueous ethanol according to Example 39(b) afforded 27.5 g (98%) IIf identical with the material obtained in Example 40(a) above.